From a dataset of the Open Reaction Database (ORD), a public repository of structured organic reaction records. describe an organic reaction: reactants, conditions, products, and yield Reaction SMILES: C[O:2][C:3]1[C:4]([O:14][CH2:15][CH2:16][O:17][CH3:18])=[CH:5][C:6]([N+:11]([O-:13])=[O:12])=[C:7]([CH:10]=1)[C:8]#[N:9].[Al+3].[Cl-].[Cl-].[Cl-].CC(=O)OCC>C(Cl)Cl.Cl>[OH:2][C:3]1[C:4]([O:14][CH2:15][CH2:16][O:17][CH3:18])=[CH:5][C:6]([N+:11]([O-:13])=[O:12])=[C:7]([CH:10]=1)[C:8]#[N:9] |f:1.2.3.4|. Yield: 35.3%. Procedure: To a solution of 5-methoxy-4-(2-methoxyethoxy)-2-nitrobenzonitrile (1.5 g) in anhydrous DCM (30 mL) was added anhydrous AlCl3 (6 g) at 0° C. The resulting mixture was heated to reflux for 1 h. After reaction finished, the mixture was diluted with 1N aqueous HCl (50 mL) and exacted with EA (3×50 mL). The combined organic layer was dried over Na2SO4, concentrated under reduced pressure, and purification by silica chromatography to give 0.5 g of 5-hydroxy-4-(2-methoxyethoxy)-2-nitrobenzonitrile. 1H... Yields the product OC=1C(=CC(=C(C#N)C1)[N+](=O)[O-])OCCOC (5-hydroxy-4-(2-methoxyethoxy)-2-nitrobenzonitrile). The solvent is Cl (HCl), C(Cl)Cl (DCM). The reactants are COC=1C(=CC(=C(C#N)C1)[N+](=O)[O-])OCCOC (5-methoxy-4-(2-methoxyethoxy)-2-nitrobenzonitrile), [Al+3].[Cl-].[Cl-].[Cl-] (AlCl3), CC(OCC)=O (EA). Reactants: CO, Cl, COC(=O)Oc1cc(Nc2ncnc3cc(O)ccc23)c(F)cc1C, [Na+], [OH-]. The product is Cc1cc(F)c(Nc2ncnc3cc(O)ccc23)cc1O. As a reaction SMILES: [CH3:29][OH:30].[ClH:3].[F:4][c:5]1[c:6]([NH:7][c:8]2[n:9][cH:10][n:11][c:12]3[cH:13][c:14]([OH:18])[cH:15][cH:16][c:17]23)[cH:19][c:20]([O:24][C:25]([O:26][CH3:27])=[O:28])[c:21]([CH3:23])[cH:22]1.[Na+:2].[OH-:1]>>[F:4][c:5]1[c:6]([NH:7][c:8]2[n:9][cH:10][n:11][c:12]3[cH:13][c:14]([OH:18])[cH:15][cH:16][c:17]23)[cH:19][c:20]([OH:24])[c:21]([CH3:23])[cH:22]1. Starting materials: COC(CC1=CC(=C(C=C1)OC)F)=O ((3-fluoro-4-methoxyphenyl)acetic acid methyl ester), C1CC(=O)N(C1=O)Br (NBS), C(C1=CC=CC=C1)(=O)OOC(C1=CC=CC=C1)=O (benzoyl peroxide). Run in C(Cl)(Cl)(Cl)Cl (carbon tetrachloride). Yields the product COC(C(C1=CC(=C(C=C1)OC)F)Br)=O (bromo-(3-fluoro-4-methoxyphenyl)acetic acid methyl ester). As a reaction SMILES: [CH3:1][O:2][C:3](=[O:14])[CH2:4][C:5]1[CH:10]=[CH:9][C:8]([O:11][CH3:12])=[C:7]([F:13])[CH:6]=1.C1C(=O)N([Br:22])C(=O)C1.C(OOC(=O)C1C=CC=CC=1)(=O)C1C=CC=CC=1>C(Cl)(Cl)(Cl)Cl>[CH3:1][O:2][C:3](=[O:14])[CH:4]([Br:22])[C:5]1[CH:10]=[CH:9][C:8]([O:11][CH3:12])=[C:7]([F:13])[CH:6]=1. Procedure details: The (3-fluoro-4-methoxyphenyl)acetic acid methyl ester (5.16 g, 26.0 mmol) is dissolved in carbon tetrachloride (300 mL) along with NBS (5.56 g, 31.3 mmol) and benzoyl peroxide (0.63 g, 2.60 mmol) and refluxed for 2 h. The solution is then allowed to cool to room temperature and is filtered. The filtrate is evaporated and the residue purified via flash column chromatography (EtOAc/hexanes 5:95→EtOAc/hexanes 2:8) to give bromo-(3-fluoro-4-methoxyphenyl)acetic acid methyl ester as a yellow oil. 1H... Starting materials: CCCCC1=C(Br)c2cc3c(cc2C1)OCO3, CCNCC, CS(C)=O, [Na+], [Na+], [Na+], O=C([O-])[O-], O=C([O-])O. Product: CCCCC1=C(N(CC)CC)c2cc3c(cc2C1)OCO3. RXN SMILES: [CH2:12]([CH2:13][CH2:14][CH3:15])[C:16]1=[C:24]([Br:25])[c:23]2[c:18]([cH:19][c:20]3[c:21]([cH:22]2)[O:26][CH2:27][O:28]3)[CH2:17]1.[CH2:1]([CH3:2])[NH:3][CH2:4][CH3:5].[CH3:34][S:35]([CH3:36])=[O:37].[Na+:29].[Na+:6].[Na+:7].[O-:8][C:9](=[O:10])[O-:11].[OH:30][C:31](=[O:32])[O-:33]>>[CH2:1]([CH3:2])[N:3]([CH2:4][CH3:5])[C:24]1=[C:16]([CH2:12][CH2:13][CH2:14][CH3:15])[CH2:17][c:18]2[cH:19][c:20]3[c:21]([cH:22][c:23]21)[O:26][CH2:27][O:28]3. RXN SMILES: [Na:1].[N:2]1[C:10]([NH2:11])=[C:9]2[C:5]([N:6](C3(OC[C@H](OCP(O)(O)=O)[C@H]3O)O)[CH:7]=[N:8]2)=[N:4][CH:3]=1.N1C(N)=C2C(N([C:35]3([O:52][CH2:51][C@H:38]([O:39][CH2:40][P:41]([O:47]C(C)C)([O:43]C(C)C)=[O:42])[CH2:37]3)[OH:36])C=N2)=NC=1>>[Na:1].[N:2]1([C:35]2([O:52][CH2:51][C@H:38]([O:39][CH2:40][P:41]([OH:47])([OH:43])=[O:42])[CH2:37]2)[OH:36])[C:10]([NH2:11])=[C:9]2[C:5](=[N:6][CH:7]=[N:8]2)[N:4]=[CH:3]1 |f:0.1,3.4,^1:0,52|. Product: [Na].N1(C=NC2=NC=NC2=C1N)C1(O)C[C@@H](OCP(=O)(O)O)CO1 (1-(adenin-1-yl)-2-deoxy-3-O-(phosphonomethyl)-L-threofuranose sodium salt). Reported procedure: This compound was prepared as described for 3a, using 19 (70 mg, 0.23 mmol) as a starting material. Compound 3e (38 mg, 0.11 mmol) was obtained as a colorless solid, in 43% yield, which was characterized as follows: Yield: 43.0%. Starting materials: [Na].N1=CN=C2N(C=NC2=C1N)C1(O)[C@H](O)[C@@H](OCP(=O)(O)O)CO1 (1-(adenin-9-yl)-3-O-(phosphonomethyl)-L-threofuranose sodium salt), N1=CN=C2N(C=NC2=C1N)C1(O)C[C@@H](OCP(=O)(OC(C)C)OC(C)C)CO1 (1-(adenin-9-yl)-2-deoxy-3-O-(diisopropylphosphonomethyl)-L-threofuranose). The reactants are C(C)C1=CC=C(C=C1)NC(OCC1(CCN(CC1)C(CNC(=O)OC(C)(C)C)=O)C(NCC1=C(C(=CC=C1)F)C)=O)=O ((1-(2-(tert-butoxycarbonylamino)acetyl)-4-(3-fluoro-2-methylbenzylcarbamoyl)piperidin-4-yl)methyl 4-ethylphenylcarbamate), Cl (HCl). The solvent is C(Cl)Cl (CH2Cl2). Conditions: time 1 hour. The product is C(C)C1=CC=C(C=C1)NC(OCC1(CCN(CC1)C(CN)=O)C(NCC1=C(C(=CC=C1)F)C)=O)=O ((1-(2-aminoacetyl)-4-(3-fluoro-2-methylbenzylcarbamoyl)piperidin-4-yl)methyl 4-ethylphenylcarbamate). Yield: 78.6%. RXN SMILES: [CH2:1]([C:3]1[CH:8]=[CH:7][C:6]([NH:9][C:10](=[O:42])[O:11][CH2:12][C:13]2([C:30](=[O:41])[NH:31][CH2:32][C:33]3[CH:38]=[CH:37][CH:36]=[C:35]([F:39])[C:34]=3[CH3:40])[CH2:18][CH2:17][N:16]([C:19](=[O:29])[CH2:20][NH:21]C(OC(C)(C)C)=O)[CH2:15][CH2:14]2)=[CH:5][CH:4]=1)[CH3:2].Cl>C(Cl)Cl>[CH2:1]([C:3]1[CH:4]=[CH:5][C:6]([NH:9][C:10](=[O:42])[O:11][CH2:12][C:13]2([C:30](=[O:41])[NH:31][CH2:32][C:33]3[CH:38]=[CH:37][CH:36]=[C:35]([F:39])[C:34]=3[CH3:40])[CH2:14][CH2:15][N:16]([C:19](=[O:29])[CH2:20][NH2:21])[CH2:17][CH2:18]2)=[CH:7][CH:8]=1)[CH3:2]. Procedure details: To a solution of give (1-(2-(tert-butoxycarbonylamino)acetyl)-4-(3-fluoro-2-methylbenzylcarbamoyl)piperidin-4-yl)methyl 4-ethylphenylcarbamate (12 mg, 0.021 mmol, 1.0 equiv.) in CH2Cl2 (1 mL) was added 4N HCl (1 mL). The mixture was stirred at rt for about 1 h and concentrated to dryness. The resulting residue was purified on RP-HPLC using a mixture of acetonitrile and H2O to give (1-(2-aminoacetyl)-4-(3-fluoro-2-methylbenzylcarbamoyl)piperidin-4-yl)methyl 4-ethylphenylcarbamate (8 mg, 79%). LRM... Reactants: [OH-].[Na+] (NaOH), C=1C=CC2=C(C1)C(=O)NC(=O)O2 (carsalam), OCCCCCCN1CCOCC1 (4-(6-hydroxyhexyl)morpholine), C1(=CC=CC=C1)P(C1=CC=CC=C1)C1=CC=CC=C1 (triphenylphosphine), N(=NC(=O)OC(C)C)C(=O)OC(C)C (diisopropyl azodicarboxylate). Solvent: O1CCCC1 (tetrahydrofuran), O1CCCC1 (tetrahydrofuran). Reaction conditions: temperature 25 celsius, time 60 hour. Yields the product N1(CCOCC1)CCCCCCC=1C=C(C(C(=O)N)=CC1)O (4-(6-morpholin-4-ylhexyl)-salicylamide). Isolated yield 37.2%. RXN SMILES: [CH:1]1[CH:2]=[CH:3][C:4]2[O:12]C(=O)[NH:9][C:7](=[O:8])[C:5]=2[CH:6]=1.O[CH2:14][CH2:15][CH2:16][CH2:17][CH2:18][CH2:19][N:20]1[CH2:25][CH2:24][O:23][CH2:22][CH2:21]1.C1(P(C2C=CC=CC=2)C2C=CC=CC=2)C=CC=CC=1.N(C(OC(C)C)=O)=NC(OC(C)C)=O.[OH-].[Na+]>O1CCCC1>[N:20]1([CH2:19][CH2:18][CH2:17][CH2:16][CH2:15][CH2:14][C:2]2[CH:3]=[C:4]([OH:12])[C:5](=[CH:6][CH:1]=2)[C:7]([NH2:9])=[O:8])[CH2:21][CH2:22][O:23][CH2:24][CH2:25]1 |f:4.5|. Procedure: A slurry of carsalam (6.13 g, 37.6 mmol), 4-(6-hydroxyhexyl)morpholine (7.0 g, 37.4 mmol), triphenylphosphine (9.97 g, 35.0 mmol), and tetrahydrofuran (40 mL) was treated with a solution of diisopropyl azodicarboxylate (7.40 mL, 7.60 g, 37.6 mmol) and tetrahydrofuran (10 mL), added dropwise over 15 minutes. The reaction mixture was stirred at 25° C. for 60 hours. The solution was treated with aqueous 2N NaOH (50 mL, 100 mmol) and warmed to 60° C. for 180 minutes. The cooled reaction mixture was ...